This data is from the Open Reaction Database (ORD), a public repository of structured organic reaction records. The task is: describe an organic reaction: reactants, conditions, products, and yield Starting materials: COC(=O)c1cc2c(Oc3ccc(N)cc3)ccnc2o1, Cc1ccccc1, CC#N, O=C=Nc1ccc(F)cc1. The product is COC(=O)c1cc2c(Oc3ccc(NC(=O)Nc4ccc(F)cc4)cc3)ccnc2o1. RXN SMILES: [CH3:18][O:19][C:20](=[O:21])[c:22]1[cH:23][c:24]2[c:25]([n:26][cH:27][cH:28][c:29]2[O:30][c:31]2[cH:32][cH:33][c:34]([NH2:37])[cH:35][cH:36]2)[o:38]1.[CH3:1][c:2]1[cH:3][cH:4][cH:5][cH:6][cH:7]1.[CH3:39][C:40]#[N:41].[F:8][c:9]1[cH:10][cH:11][c:12]([N:15]=[C:16]=[O:17])[cH:13][cH:14]1>>[F:8][c:9]1[cH:10][cH:11][c:12]([NH:15][C:16](=[O:17])[NH:37][c:34]2[cH:33][cH:32][c:31]([O:30][c:29]3[c:24]4[cH:23][c:22]([C:20]([O:19][CH3:18])=[O:21])[o:38][c:25]4[n:26][cH:27][cH:28]3)[cH:36][cH:35]2)[cH:13][cH:14]1. The reactants are CCOC(=O)CBr, CC(=O)O, CCOCC, O, O=C1CC(c2ccccc2)c2ccccc21, CCOC(=O)CC1C=C(c2ccccc2)c2ccccc21. Product: CCOC(=O)CC1CC(c2ccccc2)c2ccccc21. Reaction SMILES: [Br:18][CH2:19][C:20]([O:21][CH2:22][CH3:23])=[O:24].[CH3:46][C:47](=[O:48])[OH:49].[CH3:50][CH2:51][O:52][CH2:53][CH3:54].[OH2:17].[c:1]1([CH:2]2[c:3]3[c:4]([cH:5][cH:6][cH:7][cH:8]3)[C:9](=[O:10])[CH2:11]2)[cH:12][cH:13][cH:14][cH:15][cH:16]1.[c:25]1([C:31]2=[CH:32][CH:33]([CH2:40][C:41](=[O:42])[O:43][CH2:44][CH3:45])[c:34]3[cH:35][cH:36][cH:37][cH:38][c:39]32)[cH:26][cH:27][cH:28][cH:29][cH:30]1>>[c:25]1([CH:31]2[CH2:32][CH:33]([CH2:40][C:41](=[O:42])[O:43][CH2:44][CH3:45])[c:34]3[cH:35][cH:36][cH:37][cH:38][c:39]32)[cH:26][cH:27][cH:28][cH:29][cH:30]1. Reactants: IC1=CN=C2SC(=NN21)C2=CC(=CC=C2)S(=O)(=O)N2CCOCC2 (5-Iodo-2-[3-(morpholine-4-sulfonyl)-phenyl]-imidazo[2,1-b][1,3,4]thiadiazole), CC1(OB(OC1(C)C)C=1C=C(C(=NC1)N)C(F)(F)F)C (5-(4,4,5,5-tetramethyl-[1,3,2]dioxaborolan-2-yl)-3-trifluoromethyl-pyridin-2-ylamine), C(=O)([O-])[O-].[K+].[K+] (K2CO3). Reagents/catalysts: C1=CC=C(C=C1)P([C-]2C=CC=C2)C3=CC=CC=C3.C1=CC=C(C=C1)P([C-]2C=CC=C2)C3=CC=CC=C3.Cl[Pd]Cl.[Fe+2] (PdCl2(dppf)). Run in COCCOC (DME), C(Cl)Cl (DCM). Run at temperature 120 celsius. Product: N1(CCOCC1)S(=O)(=O)C=1C=C(C=CC1)C1=NN2C(S1)=NC=C2C=2C=C(C(=NC2)N)C(F)(F)F (5-{2-[3-(Morpholine-4-sulfonyl)-phenyl]-imidazo[2,1-b][1,3,4]thiadiazol-5-yl}-3-trifluoromethyl-pyridin-2-ylamine). The yield is 22.9%. As a reaction SMILES: I[C:2]1[N:9]2[C:5]([S:6][C:7]([C:10]3[CH:15]=[CH:14][CH:13]=[C:12]([S:16]([N:19]4[CH2:24][CH2:23][O:22][CH2:21][CH2:20]4)(=[O:18])=[O:17])[CH:11]=3)=[N:8]2)=[N:4][CH:3]=1.CC1(C)C(C)(C)OB([C:33]2[CH:34]=[C:35]([C:40]([F:43])([F:42])[F:41])[C:36]([NH2:39])=[N:37][CH:38]=2)O1.C([O-])([O-])=O.[K+].[K+]>COCCOC.C(Cl)Cl.C1C=CC(P(C2C=CC=CC=2)[C-]2C=CC=C2)=CC=1.C1C=CC(P(C2C=CC=CC=2)[C-]2C=CC=C2)=CC=1.Cl[Pd]Cl.[Fe+2]>[N:19]1([S:16]([C:12]2[CH:11]=[C:10]([C:7]3[S:6][C:5]4=[N:4][CH:3]=[C:2]([C:33]5[CH:34]=[C:35]([C:40]([F:43])([F:42])[F:41])[C:36]([NH2:39])=[N:37][CH:38]=5)[N:9]4[N:8]=3)[CH:15]=[CH:14][CH:13]=2)(=[O:18])=[O:17])[CH2:24][CH2:23][O:22][CH2:21][CH2:20]1 |f:2.3.4,7.8.9.10|. Procedure details: A mixture of 5-Iodo-2-[3-(morpholine-4-sulfonyl)-phenyl]-imidazo[2,1-b][1,3,4]thiadiazole (18 mg, 0.053 mmol), 5-(4,4,5,5-tetramethyl-[1,3,2]dioxaborolan-2-yl)-3-trifluoromethyl-pyridin-2-ylamine (20 mg, 0.068 mmol), PdCl2(dppf) (9 mg, 0.011 mmol) and sat K2CO3 (0.22 mL) in DME (0.5 mL) was heated under microwave irradiation at 120° C. for 30 min. The reaction mixture was cooled, diluted with DCM and washed with water. The organic layer was dried (Na2SO4), filtered and evaporated. The residue wa... The reactants are N1N=CN=C1 (1H-[1,2,4]triazole), [H-].[Na+] (sodium hydride), C([O-])([O-])=O.[K+].[K+] (potassium carbonate), Cl.ClCC1=NC=2N(C=C1)C=CN2 (7-chloromethylimidazo[1,2-α]pyrimidine hydrochloride), Cl.ClCC1=NC=2N(C=C1)C=CN2 (7-chloromethylimidazo[1,2-α]pyrimidine hydrochloride salt), [Na].N1N=NC=C1 (triazole sodium salt). The solvent is CN(C=O)C (N,N-dimethylformamide), CN(C=O)C (N,N-dimethylformamide), CN(C=O)C (N,N-dimethylformamide). Conditions: time 20 minute. The product is N1(N=CN=C1)CC1=NC=2N(C=C1)C=CN2 (7-([1,2,4]triazol-1-ylmethyl)imidazo[1,2-α]pyrimidine). Yield: 68.9%. RXN SMILES: [NH:1]1[CH:5]=[N:4][CH:3]=[N:2]1.[H-].[Na+].Cl.Cl[CH2:10][C:11]1[CH:16]=[CH:15][N:14]2[CH:17]=[CH:18][N:19]=[C:13]2[N:12]=1.C(=O)([O-])[O-].[K+].[K+].[Na].N1C=CN=N1>CN(C)C=O>[N:1]1([CH2:10][C:11]2[CH:16]=[CH:15][N:14]3[CH:17]=[CH:18][N:19]=[C:13]3[N:12]=2)[CH:5]=[N:4][CH:3]=[N:2]1 |f:1.2,3.4,5.6.7,8.9,^1:25|. Procedure: To a solution of 1H-[1,2,4]triazole (2.2 g, 31.9 mmol) in anhydrous N,N-dimethylformamide (20 ml) under a nitrogen atmosphere was added sodium hydride (1.18 g, 29.4 mmol, 60% dispersion in oil) with caution in a portionwise manner. This mixture was then stirred for 20 min at room temperature. To a separate solution of 7-chloromethylimidazo[1,2-α]pyrimidine hydrochloride (5.0 g, 24.5 mmol), also dissolved in N,N-dimethylformamide (50 ml) under nitrogen, was added potassium carbonate (6.76 g, 49.0... Procedure: By carrying out the operation analogously to example 1, starting from 2-chloro-4-methyl-3-pyridinyl 2,3,4-tri-O-acetyl-5-thio-β-D-xylopyranoside, obtained according to preparation VI, and 3-pyridineboronic acid, the desired product is obtained in the form of a white foam (yield=27%). RXN SMILES: [C:1]([O:4][C@@H:5]1[C@@H:19]([O:20][C:21](=[O:23])[CH3:22])[C@H:18]([O:24][C:25](=[O:27])[CH3:26])[CH2:17][S:16][C@H:6]1[O:7][C:8]1[C:9](Cl)=[N:10][CH:11]=[CH:12][C:13]=1[CH3:14])(=[O:3])[CH3:2].[N:28]1[CH:33]=[CH:32][CH:31]=[C:30](B(O)O)[CH:29]=1>>[C:1]([O:4][C@@H:5]1[C@@H:19]([O:20][C:21](=[O:23])[CH3:22])[C@H:18]([O:24][C:25](=[O:27])[CH3:26])[CH2:17][S:16][C@H:6]1[O:7][C:8]1[C:9]([C:30]2[CH:29]=[N:28][CH:33]=[CH:32][CH:31]=2)=[N:10][CH:11]=[CH:12][C:13]=1[CH3:14])(=[O:3])[CH3:2]. Isolated yield 27.0%. Reactants: C(C)(=O)O[C@H]1[C@H](OC=2C(=NC=CC2C)Cl)SC[C@H]([C@@H]1OC(C)=O)OC(C)=O (2-chloro-4-methyl-3-pyridinyl 2,3,4-tri-O-acetyl-5-thio-β-D-xylopyranoside), VI, N1=CC(=CC=C1)B(O)O (3-pyridineboronic acid). The product is C(C)(=O)O[C@H]1[C@H](OC=2C(=NC=CC2C)C=2C=NC=CC2)SC[C@H]([C@@H]1OC(C)=O)OC(C)=O (4-Methyl-2-(3-pyridinyl)-3-pyridinyl 2,3,4-tri-O-acetyl-5-thio-β-D-xylo-pyranoside), foam. The reactants are ClC1=NC=NC2=CC(=C(C=C12)OC)OCCCN1CCOCC1 (4-chloro-6-methoxy-7-(3-morpholin-4-ylpropoxy)quinazoline), FC1=C(C2=C(OCO2)C(=C1)C#CCCOC)N (5-fluoro-7-(4-methoxybut-1-yn-1-yl)-1,3-benzodioxol-4-amine), C[Si](C)(C)[N-][Si](C)(C)C.[Na+] (sodium bis(trimethylsilyl)amide). Solvent: CN(C)C=O (DMF). Product: FC1=C(C2=C(OCO2)C(=C1)C#CCCOC)NC1=NC=NC2=CC(=C(C=C12)OC)OCCCN1CCOCC1 (N-[5-fluoro-7-(4-methoxybut-1-yn-1-yl)-1,3-benzodioxol-4-yl]-6-methoxy-7-(3-morpholin-4-ylpropoxy)quinazolin-4-amine). Yield: 57.6%. Reaction SMILES: Cl[C:2]1[C:11]2[C:6](=[CH:7][C:8]([O:14][CH2:15][CH2:16][CH2:17][N:18]3[CH2:23][CH2:22][O:21][CH2:20][CH2:19]3)=[C:9]([O:12][CH3:13])[CH:10]=2)[N:5]=[CH:4][N:3]=1.[F:24][C:25]1[CH:33]=[C:32]([C:34]#[C:35][CH2:36][CH2:37][O:38][CH3:39])[C:28]2[O:29][CH2:30][O:31][C:27]=2[C:26]=1[NH2:40].C[Si]([N-][Si](C)(C)C)(C)C.[Na+]>CN(C=O)C>[F:24][C:25]1[CH:33]=[C:32]([C:34]#[C:35][CH2:36][CH2:37][O:38][CH3:39])[C:28]2[O:29][CH2:30][O:31][C:27]=2[C:26]=1[NH:40][C:2]1[C:11]2[C:6](=[CH:7][C:8]([O:14][CH2:15][CH2:16][CH2:17][N:18]3[CH2:23][CH2:22][O:21][CH2:20][CH2:19]3)=[C:9]([O:12][CH3:13])[CH:10]=2)[N:5]=[CH:4][N:3]=1 |f:2.3|. Procedure details: This was prepared using the method described in example 4 using 4-chloro-6-methoxy-7-(3-morpholin-4-ylpropoxy)quinazoline (200 mg, 0.59 mmol), 5-fluoro-7-(4-methoxybut-1-yn-1-yl)-1,3-benzodioxol-4-amine (154 mg, 0.65 mmol) and a solution of sodium bis(trimethylsilyl)amide (1.0M in THF, 1.25 ml) in DMF (3 ml). The crude product was purified by column chromatography on silica using increasing concentrations of methanol in dichloromethane as eluent. There was thus obtained the title compound (183 m... The reactants are O=C([O-])[O-], [Cl-], COc1ccc(Cn2nc(I)c3c(Oc4ccc(-c5cnc(Nc6ccccc6)n(C)c5=O)cc4F)ccnc32)cc1, [Li+], [Na+], [Na+], O=C(c1ccc(B(O)O)cc1)N1CCOCC1, C1COCCO1, c1ccc(P(c2ccccc2)(c2ccccc2)[Pd](P(c2ccccc2)(c2ccccc2)c2ccccc2)(P(c2ccccc2)(c2ccccc2)c2ccccc2)P(c2ccccc2)(c2ccccc2)c2ccccc2)cc1. The product is COc1ccc(Cn2nc(-c3ccc(C(=O)N4CCOCC4)cc3)c3c(Oc4ccc(-c5cnc(Nc6ccccc6)n(C)c5=O)cc4F)ccnc32)cc1. As a reaction SMILES: [C:68](=[O:69])([O-:70])[O-:71].[Cl-:61].[F:1][c:2]1[cH:3][c:4](-[c:28]2[c:29](=[O:42])[n:30]([CH3:41])[c:31]([NH:34][c:35]3[cH:36][cH:37][cH:38][cH:39][cH:40]3)[n:32][cH:33]2)[cH:5][cH:6][c:7]1[O:8][c:9]1[c:10]2[c:11]([n:12][cH:13][cH:14]1)[n:15]([CH2:19][c:20]1[cH:21][cH:22][c:23]([O:26][CH3:27])[cH:24][cH:25]1)[n:16][c:17]2[I:18].[Li+:60].[Na+:72].[Na+:73].[O:43]1[CH2:44][CH2:45][N:46]([C:49](=[O:50])[c:51]2[cH:52][cH:53][c:54]([B:57]([OH:58])[OH:59])[cH:55][cH:56]2)[CH2:47][CH2:48]1.[O:62]1[CH2:63][CH2:64][O:65][CH2:66][CH2:67]1.[cH:74]1[cH:75][cH:76][c:77]([P:78]([Pd:79]([P:80]([c:81]2[cH:82][cH:83][cH:84][cH:85][cH:86]2)([c:87]2[cH:88][cH:89][cH:90][cH:91][cH:92]2)[c:93]2[cH:94][cH:95][cH:96][cH:97][cH:98]2)([P:99]([c:100]2[cH:101][cH:102][cH:103][cH:104][cH:105]2)([c:106]2[cH:107][cH:108][cH:109][cH:110][cH:111]2)[c:112]2[cH:113][cH:114][cH:115][cH:116][cH:117]2)[P:118]([c:119]2[cH:120][cH:121][cH:122][cH:123][cH:124]2)([c:125]2[cH:126][cH:127][cH:128][cH:129][cH:130]2)[c:131]2[cH:132][cH:133][cH:134][cH:135][cH:136]2)([c:137]2[cH:138][cH:139][cH:140][cH:141][cH:142]2)[c:143]2[cH:144][cH:145][cH:146][cH:147][cH:148]2)[cH:149][cH:150]1>>[F:1][c:2]1[cH:3][c:4](-[c:28]2[c:29](=[O:42])[n:30]([CH3:41])[c:31]([NH:34][c:35]3[cH:36][cH:37][cH:38][cH:39][cH:40]3)[n:32][cH:33]2)[cH:5][cH:6][c:7]1[O:8][c:9]1[c:10]2[c:11]([n:12][cH:13][cH:14]1)[n:15]([CH2:19][c:20]1[cH:21][cH:22][c:23]([O:26][CH3:27])[cH:24][cH:25]1)[n:16][c:17]2-[c:54]1[cH:53][cH:52][c:51]([C:49]([N:46]2[CH2:45][CH2:44][O:43][CH2:48][CH2:47]2)=[O:50])[cH:56][cH:55]1. The reactants are ClCCl, CI, C[O-], CO, COCCOC, [Na+], O, N#CC(Sc1nc2ccccc2s1)c1ccc(C(=O)c2cccs2)cc1. The product is CC(C#N)(Sc1nc2ccccc2s1)c1ccc(C(=O)c2cccs2)cc1. As a reaction SMILES: [CH2:32]([Cl:33])[Cl:34].[CH3:27][I:28].[CH3:29][O-:30].[CH3:36][OH:37].[CH3:38][O:39][CH2:40][CH2:41][O:42][CH3:43].[Na+:31].[OH2:35].[s:1]1[c:2]([S:10][CH:11]([C:12]#[N:13])[c:14]2[cH:15][cH:16][c:17]([C:20](=[O:21])[c:22]3[s:23][cH:24][cH:25][cH:26]3)[cH:18][cH:19]2)[n:3][c:4]2[c:5]1[cH:6][cH:7][cH:8][cH:9]2>>[s:1]1[c:2]([S:10][C:11]([C:12]#[N:13])([c:14]2[cH:15][cH:16][c:17]([C:20](=[O:21])[c:22]3[s:23][cH:24][cH:25][cH:26]3)[cH:18][cH:19]2)[CH3:27])[n:3][c:4]2[c:5]1[cH:6][cH:7][cH:8][cH:9]2. The reactants are O1C(=CC=C1)C(=O)Cl (2-furoyl chloride), [S-]C#N.[K+] (potassium thiocyanate), NC1=NC=CC=C1N (2,3-Diaminopyridine). Solvent: CC(=O)C (acetone). Reaction conditions: temperature 10 celsius. Yields the product O1C(=CC=C1)C(=O)N=C=S (2-Furoylisothiocyanate). RXN SMILES: [O:1]1[CH:5]=[CH:4][CH:3]=[C:2]1[C:6](Cl)=[O:7].[S-:9][C:10]#[N:11].[K+].NC1C(N)=CC=CN=1>CC(C)=O>[O:1]1[CH:5]=[CH:4][CH:3]=[C:2]1[C:6]([N:11]=[C:10]=[S:9])=[O:7] |f:1.2|. Procedure: 2-Furoylisothiocyanate is prepared from 2-furoyl chloride (13 g., 0.1 moles) and potassium thiocyanate (9.7 g., 0.1 moles) in acetone (35 ml.). The mixture is stirred at 10° C. for fifteen minutes. 2,3-Diaminopyridine (2.8 g., 0.0257 moles) is added as a solid, the mixture stirred at 10° C. and allowed to warm to room temperature for three hours. The yellow solid is filtered, washed with acetone, slurried in 500 ml. water, filtered, washed with water and air dried. The product, 8.45 g. (80%) is ...